Dataset: the Open Reaction Database (ORD), a public repository of structured organic reaction records. Task: describe an organic reaction: reactants, conditions, products, and yield The product is NCCCNC(=O)OCCNC(=O)c1ccccc1O. RXN SMILES: [CH3:25][OH:26].[H:23][H:24].[N:1](=[N+:2]=[N-:3])[CH2:4][CH2:5][CH2:6][NH:7][C:8]([O:9][CH2:10][CH2:11][NH:12][C:13]([c:14]1[c:15]([OH:20])[cH:16][cH:17][cH:18][cH:19]1)=[O:21])=[O:22]>>[NH2:1][CH2:4][CH2:5][CH2:6][NH:7][C:8]([O:9][CH2:10][CH2:11][NH:12][C:13]([c:14]1[c:15]([OH:20])[cH:16][cH:17][cH:18][cH:19]1)=[O:21])=[O:22]. The reactants are CO, [H][H], [N-]=[N+]=NCCCNC(=O)OCCNC(=O)c1ccccc1O. The product is CS(=N)(=O)c1ccc(C(=O)Nc2ccc(Cl)cc2C(=O)Nc2ccc(Cl)cn2)cc1. As a reaction SMILES: [CH3:50][OH:51].[Cl:1][c:2]1[cH:3][cH:4][c:5]([NH:8][C:9](=[O:10])[c:11]2[c:12]([NH:18][C:19](=[O:20])[c:21]3[cH:22][cH:23][c:24]([S:27](=[O:28])(=[N:29][C:30]([CH:31]4[CH2:32][CH2:33][CH2:34][N:35]4[C:36]([O:37][C:38]([CH3:39])([CH3:40])[CH3:41])=[O:42])=[O:43])[CH3:44])[cH:25][cH:26]3)[cH:13][cH:14][c:15]([Cl:17])[cH:16]2)[n:6][cH:7]1.[OH2:52].[S:45](=[O:46])(=[O:47])([OH:48])[OH:49]>>[Cl:1][c:2]1[cH:3][cH:4][c:5]([NH:8][C:9](=[O:10])[c:11]2[c:12]([NH:18][C:19](=[O:20])[c:21]3[cH:22][cH:23][c:24]([S:27](=[O:28])(=[NH:29])[CH3:44])[cH:25][cH:26]3)[cH:13][cH:14][c:15]([Cl:17])[cH:16]2)[n:6][cH:7]1. Starting materials: CO, CC(C)(C)OC(=O)N1CCCC1C(=O)N=S(C)(=O)c1ccc(C(=O)Nc2ccc(Cl)cc2C(=O)Nc2ccc(Cl)cn2)cc1, O, O=S(=O)(O)O. Starting materials: CC(=O)O[BH-](OC(C)=O)OC(C)=O, CC(=O)O, ClCCCl, ClCCl, O=Cc1ccc(F)cc1, [Na+], O=C(NC1CNc2ccccc2C1)C(O)c1ccccc1. Yields the product O=C(NC1Cc2ccccc2N(Cc2ccc(F)cc2)C1)C(O)c1ccccc1. RXN SMILES: [C:35]([O:36][BH-:37]([O:38][C:39](=[O:40])[CH3:41])[O:42][C:43](=[O:44])[CH3:45])(=[O:46])[CH3:47].[CH3:31][C:32](=[O:33])[OH:34].[Cl:49][CH2:50][CH2:51][Cl:52].[Cl:53][CH2:54][Cl:55].[F:22][c:23]1[cH:24][cH:25][c:26]([CH:27]=[O:28])[cH:29][cH:30]1.[Na+:48].[OH:1][CH:2]([C:3](=[O:4])[NH:5][CH:6]1[CH2:7][NH:8][c:9]2[cH:10][cH:11][cH:12][cH:13][c:14]2[CH2:15]1)[c:16]1[cH:17][cH:18][cH:19][cH:20][cH:21]1>>[OH:1][CH:2]([C:3](=[O:4])[NH:5][CH:6]1[CH2:7][N:8]([CH2:27][c:26]2[cH:25][cH:24][c:23]([F:22])[cH:30][cH:29]2)[c:9]2[cH:10][cH:11][cH:12][cH:13][c:14]2[CH2:15]1)[c:16]1[cH:17][cH:18][cH:19][cH:20][cH:21]1.